Task: describe an organic reaction: reactants, conditions, products, and yield. Dataset: the Open Reaction Database (ORD), a public repository of structured organic reaction records Starting materials: C1(CC1)N1C=C(C(C2=CC(=C(C(=C12)OC)F)F)=O)C(=O)O (1-cyclopropyl-6,7-difluoro-1,4-dihydro-8-methoxy-4-oxo-3-quinolinecarboxylic acid), N1CCCCC1 (piperidine), COB(OC)OC (trimethoxyborane), C(C)#N (acetonitrile). The solvent is O (water). Product: C1(CC1)N1C=C(C(C2=CC(=C(C(=C12)OC)N1CCCCC1)F)=O)C(=O)O (1-cyclopropyl-6-fluoro-1,4-dihydro-8-methoxy-4-oxo-7-(1-pyperidinyl)-3-quinolinecarboxylic acid). The yield is 79.9%. Reaction SMILES: [CH:1]1([N:4]2[C:13]3[C:8](=[CH:9][C:10]([F:17])=[C:11](F)[C:12]=3[O:14][CH3:15])[C:7](=[O:18])[C:6]([C:19]([OH:21])=[O:20])=[CH:5]2)[CH2:3][CH2:2]1.[NH:22]1[CH2:27][CH2:26][CH2:25][CH2:24][CH2:23]1.COB(OC)OC.C(#N)C>O>[CH:1]1([N:4]2[C:13]3[C:8](=[CH:9][C:10]([F:17])=[C:11]([N:22]4[CH2:27][CH2:26][CH2:25][CH2:24][CH2:23]4)[C:12]=3[O:14][CH3:15])[C:7](=[O:18])[C:6]([C:19]([OH:21])=[O:20])=[CH:5]2)[CH2:3][CH2:2]1. Procedure details: A mixture of 1.48 g of 1-cyclopropyl-6,7-difluoro-1,4-dihydro-8-methoxy-4-oxo-3-quinolinecarboxylic acid (5 mmol), 0.85 g of piperidine (10 mmol), 1.04 g of trimethoxyborane (10 mmol) and 7.5 ml of acetonitrile was refluxed with heating for 4 hours. The reaction solution was cooled to room temperature, 20 ml of water was added therein, and separated crystals were filtered and dried to obtain 1.44 g of the objective compound. The reactants are COC=1C=C2C(NC=NC2=CC1OCCCCl)=O (6-methoxy-7-(3-chloropropoxy)-quinazolin-4-one), N1CCOCC1 (morpholine), C(C)(CC)O (sec-butyl alcohol). Solvent: CO (methanol). Run at temperature 105 celsius, time 18 hour. The product is COC=1C=C2C(NC=NC2=CC1OCCCN1CCOCC1)=O (6-methoxy-7-(3-morpholinopropoxy)quinazolin-4-one). The yield is 92.0%. Reaction SMILES: [CH3:1][O:2][C:3]1[CH:4]=[C:5]2[C:10](=[CH:11][C:12]=1[O:13][CH2:14][CH2:15][CH2:16]Cl)[N:9]=[CH:8][NH:7][C:6]2=[O:18].[NH:19]1[CH2:24][CH2:23][O:22][CH2:21][CH2:20]1.C(O)(CC)C>CO>[CH3:1][O:2][C:3]1[CH:4]=[C:5]2[C:10](=[CH:11][C:12]=1[O:13][CH2:14][CH2:15][CH2:16][N:19]1[CH2:24][CH2:23][O:22][CH2:21][CH2:20]1)[N:9]=[CH:8][NH:7][C:6]2=[O:18]. Reported procedure: In a 500 mL volume glass vessel equipped with a stirrer, a thermometer and a reflux condenser were placed 95.0 g (0.354 mol) of 6-methoxy-7-(3-chloropropoxy)-quinazolin-4-one, 154.2 g (1.77 mol) of morpholine, and 380 mL of sec-butyl alcohol. The resulting mixture was heated to 105° C. under stirring for 18 hours. After the reaction was complete, 380 mL of methanol was added to the reaction mixture. The resulting mixture was stirred at 70° C. for 30 minutes, and cooled to room temperature. The m... The product is C1COCC=2C=C(C=C3[C@H]4[C@@H](N1C23)CCNC4)NCC4=C(C#N)C=CC=C4 (2-{[(7bR,11aS)-1,2,7b,8,9,10,11,11a-octahydro-4H-[1,4]oxazepino[6,5,4-hi]pyrido[4,3-b]indol-6-ylamino]methyl}benzonitrile). Reactants: C(#N)C1=C(C=O)C=CC=C1 (2-cyanobenzaldehyde), NC=1C=C2[C@H]3[C@@H](N4C2=C(C1)COCC4)CCN(C3)C(=O)OC(C)(C)C (tert-butyl (7bR,11aS)-6-amino-1,2,7b,10,11,11a-hexahydro-4H-[1,4]oxazepino[6,5,4-hi]pyrido[4,3-b]indole-9(8H)-carboxylate). RXN SMILES: [C:1]([C:3]1[CH:10]=[CH:9][CH:8]=[CH:7][C:4]=1[CH:5]=O)#[N:2].[NH2:11][C:12]1[CH:13]=[C:14]2[C:18]3=[C:19]([CH2:21][O:22][CH2:23][CH2:24][N:17]3[C@H:16]3[CH2:25][CH2:26][N:27](C(OC(C)(C)C)=O)[CH2:28][C@@H:15]23)[CH:20]=1>>[CH2:24]1[N:17]2[C:18]3[C:14]([C@@H:15]4[CH2:28][NH:27][CH2:26][CH2:25][C@@H:16]42)=[CH:13][C:12]([NH:11][CH2:5][C:4]2[CH:7]=[CH:8][CH:9]=[CH:10][C:3]=2[C:1]#[N:2])=[CH:20][C:19]=3[CH2:21][O:22][CH2:23]1. Reported procedure: Using 2-cyanobenzaldehyde and following the procedures described in EXAMPLE 126, tert-butyl (7bR,11aS)-6-amino-1,2,7b,10,11,11a-hexahydro-4H-[1,4]oxazepino[6,5,4-hi]pyrido[4,3-b]indole-9(8H)-carboxylate from EXAMPLE 56, Part B was converted into the title compound of EXAMPLE 138. 1H NMR (CDCl3) δ: 8.42 (d, 1H), 7.67-7.50 (m, 3H), 7.19 (d, 1H, J=2.2 Hz), 6.98 (d, 1H, J=2.2 Hz), 5.32 (s, 2H), 4.65 (ABq, 2H), 4.20-4.15 (m, 1H), 3.83-3.77 (m, 1H), 3.62-3.57 (m, 1H), 3.50-3.45 (m, 1H), 3.28 (dd, 1H),... The reactants are C(C)OC(C1=C(C(=C(C=C1)N1C=C(C(=C1)C1=C(C=CC=C1)O)C#N)OC)OC)=O (4-[3-cyano-4-(2-hydroxyphenyl)pyrrole-1-yl]-2-methoxy-methoxy benzoic acid ethyl ester), O1CCCC1 (tetrahydrofuran), C(C)O (ethanol), Cl (hydrochloric acid). Run in O (water). Conditions: temperature 70 celsius, time 18 hour. The product is C(C)OC(C1=C(C=C(C=C1)N1C=C(C(=C1)C1=C(C=CC=C1)O)C#N)O)=O (4-[3-Cyano-4-(2-hydroxyphenyl)pyrrole-1-yl]-2-hydroxy benzoic acid ethyl ester). Yield: 50.7%. RXN SMILES: [CH2:1]([O:3][C:4](=[O:29])[C:5]1[CH:10]=[CH:9][C:8]([N:11]2[CH:15]=[C:14]([C:16]3[CH:21]=[CH:20][CH:19]=[CH:18][C:17]=3[OH:22])[C:13]([C:23]#[N:24])=[CH:12]2)=[C:7](OC)[C:6]=1[O:27]C)[CH3:2].O1CCCC1.C(O)C.Cl>O>[CH2:1]([O:3][C:4](=[O:29])[C:5]1[CH:10]=[CH:9][C:8]([N:11]2[CH:15]=[C:14]([C:16]3[CH:21]=[CH:20][CH:19]=[CH:18][C:17]=3[OH:22])[C:13]([C:23]#[N:24])=[CH:12]2)=[CH:7][C:6]=1[OH:27])[CH3:2]. Reported procedure: To a solution of 4-[3-cyano-4-(2-hydroxyphenyl)pyrrole-1-yl]-2-methoxy-methoxy benzoic acid ethyl ester (0.12 g) in a mixed solvent of tetrahydrofuran (3 mL) and ethanol (5 mL) was added 2 mol/L hydrochloric acid (2 mL), and this mixture was stirred at 70° C. for 18 hours. To this reaction mixture was added water, the precipitated solid was collected by filtration, and this solid was washed with water, dried under reduced pressure at 50° C. to give the title compound (0.054 g). As a reaction SMILES: [CH3:21][C:22]([CH3:23])([O-:24])[CH3:25].[Cl:1][c:2]1[cH:3][cH:4][cH:5][cH:6][cH:7]1.[NH:8]([c:9]1[cH:10][cH:11][cH:12][cH:13][cH:14]1)[c:15]1[cH:16][cH:17][cH:18][cH:19][cH:20]1.[Na+:26].[O-:28][C:29]([CH3:30])=[O:31].[O-:32][C:33]([CH3:34])=[O:35].[Pd+2:27].[c:36]1([CH3:37])[c:38]([CH3:39])[cH:40][cH:41][cH:42][cH:43]1>>[c:2]1([N:8]([c:9]2[cH:10][cH:11][cH:12][cH:13][cH:14]2)[c:15]2[cH:16][cH:17][cH:18][cH:19][cH:20]2)[cH:3][cH:4][cH:5][cH:6][cH:7]1. The reactants are CC(C)(C)[O-], Clc1ccccc1, c1ccc(Nc2ccccc2)cc1, [Na+], CC(=O)[O-], CC(=O)[O-], [Pd+2], Cc1ccccc1C. Yields the product c1ccc(N(c2ccccc2)c2ccccc2)cc1. The reactants are CN(C)C=O, O=C(O)C(CC1CCCC1)n1cnc(C(F)(F)F)c1, O=C(Cl)C(=O)Cl, ClCCl. The product is NC(=O)C(CC1CCCC1)n1cnc(C(F)(F)F)c1. As a reaction SMILES: [CH3:26][N:27]([CH3:28])[CH:29]=[O:30].[CH:1]1([CH2:6][CH:7]([C:8](=[O:9])[OH:10])[n:11]2[cH:12][n:13][c:14]([C:16]([F:17])([F:18])[F:19])[cH:15]2)[CH2:2][CH2:3][CH2:4][CH2:5]1.[Cl:20][C:21]([C:22]([Cl:23])=[O:24])=[O:25].[Cl:31][CH2:32][Cl:33]>>[CH:1]1([CH2:6][CH:7]([C:8](=[O:9])[NH2:27])[n:11]2[cH:12][n:13][c:14]([C:16]([F:17])([F:18])[F:19])[cH:15]2)[CH2:2][CH2:3][CH2:4][CH2:5]1. The reactants are BrC=1C(=NC(=NC1)Cl)SC1=CC=CC=C1 (5-bromo-2-chloro-4-(phenylthio)pyrimidine), Cl.OC(COC1=CC=C(N)C=C1)CN(C)C (4-[2-hydroxy-3-(N,N-dimethylamino) propoxy]aniline hydrochloride). Product: BrC=1C(=NC(=NC1)NC1=CC=C(C=C1)OCC(CN(C)C)O)SC1=CC=CC=C1 (5-Bromo-2-{4-[2-hydroxy-3-(N,N-dimethylamino)propoxy]anilino}-4-(phenylthio)pyrimidine). As a reaction SMILES: [Br:1][C:2]1[C:3]([S:9][C:10]2[CH:15]=[CH:14][CH:13]=[CH:12][CH:11]=2)=[N:4][C:5](Cl)=[N:6][CH:7]=1.Cl.[OH:17][CH:18]([CH2:28][N:29]([CH3:31])[CH3:30])[CH2:19][O:20][C:21]1[CH:27]=[CH:26][C:24]([NH2:25])=[CH:23][CH:22]=1>>[Br:1][C:2]1[C:3]([S:9][C:10]2[CH:15]=[CH:14][CH:13]=[CH:12][CH:11]=2)=[N:4][C:5]([NH:25][C:24]2[CH:26]=[CH:27][C:21]([O:20][CH2:19][CH:18]([OH:17])[CH2:28][N:29]([CH3:30])[CH3:31])=[CH:22][CH:23]=2)=[N:6][CH:7]=1 |f:1.2|. Procedure details: Using an analogous method to that described in Example 1, but starting from 5-bromo-2-chloro-4-(phenylthio)pyrimidine (Method 6) and 4-[2-hydroxy-3-(N,N-dimethylamino) propoxy]aniline hydrochloride (Method 8), the product was obtained. NMR: 2.2 (s, 6H), 2.3 (m, 2H), 3.7 (m, 1H), 3.9 (m, 2H), 4.7 (d, 1H), 6.5 (d, 2H), 7.0 (d, 2H), 7.6 (5H), 8.3 (s, 1H), 9.5 (s, 1H); MS (MH+): 475, 477.